From a dataset of the Open Reaction Database (ORD), a public repository of structured organic reaction records. describe an organic reaction: reactants, conditions, products, and yield Reactants: C(C)C1=NOC2=C1C(N(C(=C2)C2=CC=CC=C2)C)=O (3-ethyl-5-methyl-6-phenyl-isoxazolo[4,5-c]pyridin-4(5H)-one), [H][H] (hydrogen). The reagents and catalysts are [Pd] (palladium on carbon). Run in C(C)O (ethanol). Product: N=C(CC)C=1C(N(C(=CC1O)C1=CC=CC=C1)C)=O (3-(1-iminopropyl)-4-hydroxy-6-phenyl-1-methyl-2(1H)-pyridone). As a reaction SMILES: [CH2:1]([C:3]1[C:7]2[C:8](=[O:19])[N:9]([CH3:18])[C:10]([C:12]3[CH:17]=[CH:16][CH:15]=[CH:14][CH:13]=3)=[CH:11][C:6]=2[O:5][N:4]=1)[CH3:2].[H][H]>[Pd].C(O)C>[NH:4]=[C:3]([C:7]1[C:8](=[O:19])[N:9]([CH3:18])[C:10]([C:12]2[CH:17]=[CH:16][CH:15]=[CH:14][CH:13]=2)=[CH:11][C:6]=1[OH:5])[CH2:1][CH3:2]. Procedure details: A mixture of 7.2 g. (0.0314 mole) of 3-ethyl-5-methyl-6-phenyl-isoxazolo[4,5-c]pyridin-4(5H)-one, 160 ml. ethanol and 0.800 g. 10% palladium on carbon is hydrogenated at 50 psi and room temperature. The hydrogenation is ceased after 1 equivalent of hydrogen is absorbed (ca 4 hours). The mixture is filtered to remove the catalyst and the solvent removed in vacuo. The residue is crystallized from ether to give 3-(1-iminopropyl)-4-hydroxy-6-phenyl-1-methyl-2(1H)-pyridone, m.p. 145° to 147° C. Starting materials: ClC1=C(C(=CC=C1)Cl)NS(=O)(=O)C1=NN2C(N=C(C=C2O)C)=N1 (N-(2,6-dichlorophenyl)-7-hydroxy-5-methyl-1,2,4-triazolo-[1,5-a]-pyrimidine-2-sulfonamide), P(=O)(Cl)(Cl)Cl (phosphorous oxychloride). The solvent is C(C)#N (acetonitrile). Product: ClC1=C(C(=CC=C1)Cl)NS(=O)(=O)C1=NN2C(N=C(C=C2Cl)C)=N1 (N-(2,6-dichlorophenyl)-7-chloro-5-methyl-1,2,4-triazolo-[1,5-a]pyrimidine-2-sulfonamide). RXN SMILES: [Cl:1][C:2]1[CH:7]=[CH:6][CH:5]=[C:4]([Cl:8])[C:3]=1[NH:9][S:10]([C:13]1[N:23]=[C:16]2[N:17]=[C:18]([CH3:22])[CH:19]=[C:20](O)[N:15]2[N:14]=1)(=[O:12])=[O:11].P(Cl)(Cl)([Cl:26])=O>C(#N)C>[Cl:1][C:2]1[CH:7]=[CH:6][CH:5]=[C:4]([Cl:8])[C:3]=1[NH:9][S:10]([C:13]1[N:23]=[C:16]2[N:17]=[C:18]([CH3:22])[CH:19]=[C:20]([Cl:26])[N:15]2[N:14]=1)(=[O:12])=[O:11]. Reported procedure: A suspension of 10.0 g (27.0 mmol) of N-(2,6-dichlorophenyl)-7-hydroxy-5-methyl-1,2,4-triazolo-[1,5-a]-pyrimidine-2-sulfonamide and 100 ml (1.1 mol) of phosphorous oxychloride in 700 ml of acetonitrile (dried over 4A Molecular Sieves) was heated at reflux for 24 hr. As the reaction progressed the mixture became homogeneous. After cooling the solution was concentrated by rotary evaporation in vacuo and the resulting residue was diluted with 300 ml of methylene chloride and 10 ml of water. The met... Reactants: CCO, Cc1ccccc1, CO, N#CC1(c2ccc(F)cc2)CCC2(CC1)OCCO2, [Na]. The product is Fc1ccc(C2CCC3(CC2)OCCO3)cc1. As a reaction SMILES: [CH3:28][CH2:29][OH:30].[CH3:2][c:3]1[cH:4][cH:5][cH:6][cH:7][cH:8]1.[CH3:31][OH:32].[F:9][c:10]1[cH:11][cH:12][c:13]([C:16]2([C:26]#[N:27])[CH2:17][CH2:18][C:19]3([O:20][CH2:21][CH2:22][O:23]3)[CH2:24][CH2:25]2)[cH:14][cH:15]1.[Na:1]>>[F:9][c:10]1[cH:11][cH:12][c:13]([CH:16]2[CH2:17][CH2:18][C:19]3([O:20][CH2:21][CH2:22][O:23]3)[CH2:24][CH2:25]2)[cH:14][cH:15]1. Starting materials: OCCCNC (N-(3-hydroxypropyl)methylamine), ClCCCO (3-chloro-1-propanol), [OH-].[Na+] (sodium hydroxide). Yields the product OCCCN(CCCO)C (N,N-bis(3-hydroxypropyl)methylamine). RXN SMILES: [OH:1][CH2:2][CH2:3][CH2:4][NH:5][CH3:6].Cl[CH2:8][CH2:9][CH2:10][OH:11].[OH-].[Na+]>>[OH:11][CH2:10][CH2:9][CH2:8][N:5]([CH3:6])[CH2:4][CH2:3][CH2:2][OH:1] |f:2.3|. Reported procedure: To this aqueous N-(3-hydroxypropyl)methylamine solution is added a second 249.5 g portion of 3-chloro-1-propanol, and the resulting mixture is heated under reflux at a temperature of approximately 105° C. for a period of about 5 hours, during which time about 195 grams of a 50% aqueous sodium hydroxide solution is added slowly at a rate sufficient to maintain the pH between about 8 and 9. The reaction mixture is cooled to room temperature, filtered, and the filtered aqueous solution is extracted... Reactants: CC(=O)C=CN(C)C, ClC1CCOCC1, I, C1CCOC1. The product is CC(=O)C=CC1CCOCC1. As a reaction SMILES: [CH3:9][N:10]([CH:11]=[CH:12][C:13]([CH3:14])=[O:15])[CH3:16].[Cl:2][CH:3]1[CH2:4][CH2:5][O:6][CH2:7][CH2:8]1.[I:1].[O:17]1[CH2:18][CH2:19][CH2:20][CH2:21]1>>[CH:3]1([CH:11]=[CH:12][C:13]([CH3:14])=[O:15])[CH2:4][CH2:5][O:6][CH2:7][CH2:8]1.